This data is from the Open Reaction Database (ORD), a public repository of structured organic reaction records. The task is: describe an organic reaction: reactants, conditions, products, and yield The reactants are ClC1=NC=CC=C1C(=O)NC=1C(=NC=CC1C)Cl (2-Chloro-N-(2-chloro-4-methyl-3-pyridinyl)-3-pyridine carboxamide), O (water), [F-].[K+] (potassium fluoride), C1(CC1)N (cyclopropylamine). Run in CC=1C=CC=CC1C (o-xylene), CC=1C=CC=CC1C (o-xylene). Conditions: temperature 135 celsius, time 10 minute. The product is ClC1=NC=CC(=C1NC(=O)C=1C(=NC=CC1)NC1CC1)C (N-(2-chloro-4-methyl-3-pyridyl)-2-(cyclopropylamino)-3-pyridine carboxamide). As a reaction SMILES: Cl[C:2]1[C:7]([C:8]([NH:10][C:11]2[C:12]([Cl:18])=[N:13][CH:14]=[CH:15][C:16]=2[CH3:17])=[O:9])=[CH:6][CH:5]=[CH:4][N:3]=1.[F-].[K+].[CH:21]1([NH2:24])[CH2:23][CH2:22]1.O>CC1C=CC=CC=1C>[Cl:18][C:12]1[C:11]([NH:10][C:8]([C:7]2[C:2]([NH:24][CH:21]3[CH2:23][CH2:22]3)=[N:3][CH:4]=[CH:5][CH:6]=2)=[O:9])=[C:16]([CH3:17])[CH:15]=[CH:14][N:13]=1 |f:1.2|. Procedure: 2-Chloro-N-(2-chloro-4-methyl-3-pyridinyl)-3-pyridine carboxamide (10 g), potassium fluoride (6.17 g), cyclopropylamine (8.08 g) were suspended in o-xylene (30 ml) and heated to 130-140° C. in autoclave for 5-6 h. Then the reaction mass was cooled to 25-30° C., diluted with o-xylene (50 ml) and further heated the reaction mass to 70-75° C. Thereafter, DM water (30 ml), added and stirred for 10 min at 70-75° C. The aqueous layer was separated at hot condition and organic layer was washed with DM ... Reactants: S1C(=NC=C1)\C=C\1/CN2CCC1CC2 ((±) Z 3((1,3-Thiazol-2-yl)methylene)-1-azabicyclo [2.2.2]octane), C(C(=O)O)(=O)O (oxalic acid). Reagents/catalysts: [Pt] (platinum). Run in CO (methanol), C(C)O.C(C)OCC (ethanol diethylether). The product is C(C(=O)O)(=O)O.S1C(=NC=C1)CC1CN2CCC1CC2 ((±) 3-((1,3-Thiazol-2-yl)methyl)-1-azabicyclo[2.2.2]octane oxalate salt). Isolated yield 14.0%. As a reaction SMILES: [S:1]1[CH:5]=[CH:4][N:3]=[C:2]1/[CH:6]=[C:7]1\[CH2:8][N:9]2[CH2:14][CH2:13][CH:12]\1[CH2:11][CH2:10]2.[C:15]([OH:20])(=[O:19])[C:16]([OH:18])=[O:17]>CO.C(O)C.C(OCC)C.[Pt]>[C:15]([OH:20])(=[O:19])[C:16]([OH:18])=[O:17].[S:1]1[CH:5]=[CH:4][N:3]=[C:2]1[CH2:6][CH:7]1[CH:12]2[CH2:11][CH2:10][N:9]([CH2:14][CH2:13]2)[CH2:8]1 |f:3.4,6.7|. Procedure: (±) Z 3((1,3-Thiazol-2-yl)methylene)-1-azabicyclo [2.2.2]octane (D34) (0.15g, 0.00073 moles) was hydrogenated in methanol (20ml) over a 5% platinum on sulphided carbon catalyst (0.6g) at 200 psi and 100° C. for 48h. The mixture was filtered through Kieselguhr and the filter pad washed with methanol (2×50ml). The combined filtrates were concentrated in vacuo and the residue subjected to column chromatography on TLC alumina eluting with 0.5% methanol/chloroform. This gave a white solid which was t... Reactants: CCOC(=O)N1N=C(c2ccc([N+](=O)[O-])cc2)c2cc(Br)ccc2CC1C, CCOC(C)=O. Yields the product CCOC(=O)N1N=C(c2ccc(N)cc2)c2cc(Br)ccc2CC1C. RXN SMILES: [Br:1][c:2]1[cH:3][c:4]2[c:5]([cH:26][cH:27]1)[CH2:6][CH:7]([CH3:25])[N:8]([C:20](=[O:21])[O:22][CH2:23][CH3:24])[N:9]=[C:10]2[c:11]1[cH:12][cH:13][c:14]([N+:17]([O-:18])=[O:19])[cH:15][cH:16]1.[CH3:28][CH2:29][O:30][C:31](=[O:32])[CH3:33]>>[Br:1][c:2]1[cH:3][c:4]2[c:5]([cH:26][cH:27]1)[CH2:6][CH:7]([CH3:25])[N:8]([C:20](=[O:21])[O:22][CH2:23][CH3:24])[N:9]=[C:10]2[c:11]1[cH:12][cH:13][c:14]([NH2:17])[cH:15][cH:16]1. The product is N(=[N+]=[N-])[C@@H]1CN(CC1)C(=O)OCC1=CC=CC=C1 ((S)-3-Azido-1-pyrrolidinecarboxylic acid, phenylmethyl ester). Starting materials: CS(=O)(=O)O[C@H]1CN(CC1)C(=O)OCC1=CC=CC=C1 ((R)-3-[(methylsulfonyl)oxy]-1-pyrrolidinecarboxylic acid, phenylmethyl ester), [N-]=[N+]=[N-].[Na+] (sodium azide). Reported procedure: A solution of 20.5 g (72 mmol) of (R)-3-[(methylsulfonyl)oxy]-1-pyrrolidinecarboxylic acid, phenylmethyl ester in 100 ml of dry N,N-dimethylformamide was treated with 6.5 g (0.1 mol) of sodium azide and heated at 90° for four hours. The solvent was removed in high vacuo at 50° and the residue was partitioned between ethyl acetate/water (250 ml each). The aqueous layer was reextracted with ethyl acetate and the combined organic fractions were washed with water, dried (MgSO4) and evaporated in vac... As a reaction SMILES: CS(O[C@@H:6]1[CH2:10][CH2:9][N:8]([C:11]([O:13][CH2:14][C:15]2[CH:20]=[CH:19][CH:18]=[CH:17][CH:16]=2)=[O:12])[CH2:7]1)(=O)=O.[N-:21]=[N+:22]=[N-:23].[Na+]>CN(C)C=O>[N:21]([C@H:6]1[CH2:10][CH2:9][N:8]([C:11]([O:13][CH2:14][C:15]2[CH:20]=[CH:19][CH:18]=[CH:17][CH:16]=2)=[O:12])[CH2:7]1)=[N+:22]=[N-:23] |f:1.2|. Solvent: CN(C=O)C (N,N-dimethylformamide). Isolated yield 91.4%.